Dataset: the Open Reaction Database (ORD), a public repository of structured organic reaction records. Task: describe an organic reaction: reactants, conditions, products, and yield Starting materials: C1CCOC1, COC(=O)c1ccc(OCC2CC(=O)N(c3ccc(F)cc3)C2)cc1, CO, [Li+], [OH-], O, O. Yields the product O=C(O)c1ccc(OCC2CC(=O)N(c3ccc(F)cc3)C2)cc1. RXN SMILES: [CH2:32]1[O:33][CH2:34][CH2:35][CH2:36]1.[CH3:1][O:2][C:3]([c:4]1[cH:5][cH:6][c:7]([O:10][CH2:11][CH:12]2[CH2:13][N:14]([c:18]3[cH:19][cH:20][c:21]([F:24])[cH:22][cH:23]3)[C:15](=[O:17])[CH2:16]2)[cH:8][cH:9]1)=[O:25].[CH3:26][OH:27].[Li+:30].[OH-:29].[OH2:28].[OH2:31]>>[O:2]=[C:3]([c:4]1[cH:5][cH:6][c:7]([O:10][CH2:11][CH:12]2[CH2:13][N:14]([c:18]3[cH:19][cH:20][c:21]([F:24])[cH:22][cH:23]3)[C:15](=[O:17])[CH2:16]2)[cH:8][cH:9]1)[OH:25]. Starting materials: [Na] (sodium), C1(=CC=CC=C1)C=1C=NC=2C=NC=C(C2C1)C=O (3-phenyl-1,7-naphthyridine-5-carboxaldehyde), CC1=CC=NO1 (5-methylisoxazole), Cl.C(N)(=N)CC(=O)OCC (ethyl amidinoacetate hydrochloride), C(C)(=O)O (acetic acid). Solvent: C(C)O (ethanol), C(C)O (ethanol). Conditions: temperature 50 celsius, time 2 hour. The product is NC=1NC(=C(C(C1C(=O)OCC)C1=C2C=C(C=NC2=CN=C1)C1=CC=CC=C1)C#N)C (Ethyl 2-amino-5-cyano-6-methyl-4-(3-phenyl-1,7-naphthyridin-5-yl)-1,4-dihydropyridine-3-carboxylate). The yield is 57.2%. As a reaction SMILES: [C:1]1([C:7]2[CH:8]=[N:9][C:10]3[CH:11]=[N:12][CH:13]=[C:14]([CH:17]=O)[C:15]=3[CH:16]=2)[CH:6]=[CH:5][CH:4]=[CH:3][CH:2]=1.[CH3:19][C:20]1O[N:23]=[CH:22][CH:21]=1.[Na].Cl.[C:27]([CH2:30][C:31]([O:33][CH2:34][CH3:35])=[O:32])(=[NH:29])[NH2:28].C(O)(=O)C>C(O)C>[NH2:29][C:27]1[NH:28][C:20]([CH3:19])=[C:21]([C:22]#[N:23])[CH:17]([C:14]2[CH:13]=[N:12][CH:11]=[C:10]3[C:15]=2[CH:16]=[C:7]([C:1]2[CH:2]=[CH:3][CH:4]=[CH:5][CH:6]=2)[CH:8]=[N:9]3)[C:30]=1[C:31]([O:33][CH2:34][CH3:35])=[O:32] |f:3.4,^1:24|. Procedure: 2 g (8.5 mmol) of 3-phenyl-1,7-naphthyridine-5-carboxaldehyde are suspended in 20 ml of ethanol and stirred with 0.7 ml (8.5 mmol) of 5-methylisoxazole. A solution of 196 mg of sodium in 14 ml of ethanol is added and the mixture is stirred for 2 hours at 50° C. 1.42 g of ethyl amidinoacetate hydrochloride and 0.51 ml (8.5 mmol) of acetic acid are added and the mixture is boiled for 16 hours. After cooling, 10 g of silica gel are added and the mixture is concentrated in vacuo. The residue is chro... The reactants are [Li]CCCC (n-BuLi), BrC1=CNC=2N=CN=C(C21)Cl (5-bromo-4-chloro-7H-pyrrolo[2,3-d]pyrimidine), C(=O)=O (dry ice). Solvent: O (H2O), C1CCOC1 (THF). Run at temperature -78 celsius, time 1 hour. Product: ClC=1C2=C(N=CN1)NC=C2C(=O)O (4-chloro-7H-pyrrolo[2,3-d]pyrimidine-5-carboxylic acid). Reaction SMILES: Br[C:2]1[C:10]2[C:9]([Cl:11])=[N:8][CH:7]=[N:6][C:5]=2[NH:4][CH:3]=1.[Li]CCCC.[C:17](=[O:19])=[O:18]>C1COCC1.O>[Cl:11][C:9]1[C:10]2[C:2]([C:17]([OH:19])=[O:18])=[CH:3][NH:4][C:5]=2[N:6]=[CH:7][N:8]=1. Procedure details: To a mixture of 5-bromo-4-chloro-7H-pyrrolo[2,3-d]pyrimidine (E-2) (6.24 g, 26.8 mmol, 1.0 eq) in anhydrous THF (100 mL) at 78° C. under argon, n-BuLi solution (2.5 M in THF, 23.6 mL, 59.0 mmol, 2.2 eq) is added dropwise (over 30 min). The reaction mixture is then stirred at −78° C. for 1 h and then dry ice (300 g) is added in portions under an argon atmosphere. The resulting mixture is allowed to warm to RT and then stirred at RT overnight. The reaction mixture is then diluted with H2O (200 mL)...